This data is from the Open Reaction Database (ORD), a public repository of structured organic reaction records. The task is: describe an organic reaction: reactants, conditions, products, and yield Reactants: BrB(Br)Br, O=C([O-])O, COc1cc2c3c(c1)c(CCN1CCN(c4cc(C)ccn4)CC1)c(C)n3CCC2, ClCCl, [Na+]. Yields the product Cc1ccnc(N2CCN(CCc3c(C)n4c5c(cc(O)cc35)CCC4)CC2)c1. RXN SMILES: [B:31]([Br:32])([Br:33])[Br:34].[C:35](=[O:36])([OH:37])[O-:38].[CH3:1][O:2][c:3]1[cH:4][c:5]2[c:10]3[n:9]([c:14]([CH3:15])[c:13]([CH2:16][CH2:17][N:18]4[CH2:19][CH2:20][N:21]([c:24]5[n:25][cH:26][cH:27][c:28]([CH3:30])[cH:29]5)[CH2:22][CH2:23]4)[c:11]3[cH:12]1)[CH2:8][CH2:7][CH2:6]2.[Cl:40][CH2:41][Cl:42].[Na+:39]>>[OH:2][c:3]1[cH:4][c:5]2[c:10]3[n:9]([c:14]([CH3:15])[c:13]([CH2:16][CH2:17][N:18]4[CH2:19][CH2:20][N:21]([c:24]5[n:25][cH:26][cH:27][c:28]([CH3:30])[cH:29]5)[CH2:22][CH2:23]4)[c:11]3[cH:12]1)[CH2:8][CH2:7][CH2:6]2. The reactants are C(C)(C)(C)OC(C1=CC(=NC(=C1)C)CC)=O (2-ethyl-6-methyl-isonicotinic acid tert-butyl ester), C(=O)(C(F)(F)F)O (TFA). Solvent: C(Cl)Cl (DCM). Conditions: time 0.5 hour. Product: C(C)C=1C=C(C(=O)O)C=C(N1)C (2-ethyl-6-methyl-isonicotinic acid). Reaction SMILES: C([O:5][C:6](=[O:16])[C:7]1[CH:12]=[C:11]([CH3:13])[N:10]=[C:9]([CH2:14][CH3:15])[CH:8]=1)(C)(C)C.C(O)(C(F)(F)F)=O>C(Cl)Cl>[CH2:14]([C:9]1[CH:8]=[C:7]([CH:12]=[C:11]([CH3:13])[N:10]=1)[C:6]([OH:16])=[O:5])[CH3:15]. Reported procedure: A solution of 2-ethyl-6-methyl-isonicotinic acid tert-butyl ester in DCM (10 mL) is treated with TFA (10 mL) and the mixture stirred at rt for 0.5 h. The mixture is evaporated and the residue dried under HV to give 2-ethyl-6-methyl-isonicotinic acid; LC-MS: tR=0.28 min, [M+1]+=166.25. Reactants: CN1C(N(C(C=2N(C=NC12)CCC)=O)CCCC(C)=O)=O (3-methyl-1-(4-oxopentyl)-7-propylxanthine), CN1CCN(CC1)CC#C (4-methyl-1-(2-propynyl)-piperazine), C(\C=C\C(=O)O)(=O)O (fumaric acid). The product is OC(CCCN1C(=O)N(C=2N=CN(C2C1=O)CCC)C)(C#CCN1CCN(CC1)C)C (1-(4-Hydroxy-4-methyl-7-[4-methylpiperazino]-5-heptynyl)-3-methyl-7-propylxanthine). The yield is 82.0%. As a reaction SMILES: [CH3:1][N:2]1[C:10]2[N:9]=[CH:8][N:7]([CH2:11][CH2:12][CH3:13])[C:6]=2[C:5](=[O:14])[N:4]([CH2:15][CH2:16][CH2:17][C:18](=[O:20])[CH3:19])[C:3]1=[O:21].[CH3:22][N:23]1[CH2:28][CH2:27][N:26]([CH2:29][C:30]#[CH:31])[CH2:25][CH2:24]1.C(O)(=O)/C=C/C(O)=O>>[OH:20][C:18]([CH3:19])([C:31]#[C:30][CH2:29][N:26]1[CH2:27][CH2:28][N:23]([CH3:22])[CH2:24][CH2:25]1)[CH2:17][CH2:16][CH2:15][N:4]1[C:5](=[O:14])[C:6]2[N:7]([CH2:11][CH2:12][CH3:13])[CH:8]=[N:9][C:10]=2[N:2]([CH3:1])[C:3]1=[O:21]. Procedure details: 1-(4-Hydroxy-4-methyl-7-[4-methylpiperazino]-5-heptynyl)-3-methyl-7-propylxanthine was prepared as oily substance in 82% yield using 3-methyl-1-(4-oxopentyl)-7-propylxanthine and 4-methyl-1-(2-propynyl)-piperazine from stage C1) as in Example 6C1). Salt formation with fumaric acid took place as in Example 7F2) in 55% yield. Product: CCCCCCCCCCCCCCCC(=O)OC(CCCCCCCCCCCCCCC)CC(=O)NCCC(=O)NC(CC(=O)O)C(=O)O. RXN SMILES: [C:1]([CH2:2][CH2:3][CH2:4][CH2:5][CH2:6][CH2:7][CH2:8][CH2:9][CH2:10][CH2:11][CH2:12][CH2:13][CH2:14][CH2:15][CH3:16])(=[O:17])[O:18][CH:19]([CH2:20][C:21](=[O:22])[OH:23])[CH2:24][CH2:25][CH2:26][CH2:27][CH2:28][CH2:29][CH2:30][CH2:31][CH2:32][CH2:33][CH2:34][CH2:35][CH2:36][CH2:37][CH3:38].[NH2:39][CH2:40][CH2:41][C:42](=[O:43])[NH:44][CH:45]([CH2:46][C:47](=[O:48])[OH:49])[C:50](=[O:51])[OH:52]>>[C:1]([CH2:2][CH2:3][CH2:4][CH2:5][CH2:6][CH2:7][CH2:8][CH2:9][CH2:10][CH2:11][CH2:12][CH2:13][CH2:14][CH2:15][CH3:16])(=[O:17])[O:18][CH:19]([CH2:20][C:21](=[O:23])[NH:39][CH2:40][CH2:41][C:42](=[O:43])[NH:44][CH:45]([CH2:46][C:47](=[O:48])[OH:49])[C:50](=[O:51])[OH:52])[CH2:24][CH2:25][CH2:26][CH2:27][CH2:28][CH2:29][CH2:30][CH2:31][CH2:32][CH2:33][CH2:34][CH2:35][CH2:36][CH2:37][CH3:38]. Reactants: CCCCCCCCCCCCCCCC(=O)OC(CCCCCCCCCCCCCCC)CC(=O)O, NCCC(=O)NC(CC(=O)O)C(=O)O. Starting materials: C(C)(C)(C)OC(N[C@H]1CN(CCC1)C1=C2C(=NC=C1)N(C(N2CC2=C(C=C(C=C2)Cl)C#N)=O)C)=O ((R)-1-[1-(4-chloro-2-cyano-benzyl)-3-methyl-2-oxo-2,3-dihydro-1H-imidazo[4,5-b]pyridin-7-yl]piperidin-3-yl carbamic acid tert-butyl ester), FC(C(=O)O)(F)F (trifluoroacetic acid). The product is FC(C(=O)O)(F)F.N[C@H]1CN(CCC1)C1=C2C(=NC=C1)N(C(N2CC2=C(C#N)C=C(C=C2)Cl)=O)C ((R)-2-[[7-(3-aminopiperidin-1-yl)-3-methyl-2-oxo-2,3-dihydro-1H-imidazo[4,5-b]pyridin-1-yl]methyl]-5-chlorobenzonitrile trifluoroacetate). Yield: 36.2%. As a reaction SMILES: C(OC(=O)[NH:7][C@@H:8]1[CH2:13][CH2:12][CH2:11][N:10]([C:14]2[CH:19]=[CH:18][N:17]=[C:16]3[N:20]([CH3:34])[C:21](=[O:33])[N:22]([CH2:23][C:24]4[CH:29]=[CH:28][C:27]([Cl:30])=[CH:26][C:25]=4[C:31]#[N:32])[C:15]=23)[CH2:9]1)(C)(C)C.[F:36][C:37]([F:42])([F:41])[C:38]([OH:40])=[O:39]>>[F:36][C:37]([F:42])([F:41])[C:38]([OH:40])=[O:39].[NH2:7][C@@H:8]1[CH2:13][CH2:12][CH2:11][N:10]([C:14]2[CH:19]=[CH:18][N:17]=[C:16]3[N:20]([CH3:34])[C:21](=[O:33])[N:22]([CH2:23][C:24]4[CH:29]=[CH:28][C:27]([Cl:30])=[CH:26][C:25]=4[C:31]#[N:32])[C:15]=23)[CH2:9]1 |f:2.3|. Procedure details: The operation referred to the step (6) described in Example 1. 300 mg (R)-1-[1-(4-chloro-2-cyano-benzyl)-3-methyl-2-oxo-2,3-dihydro-1H-imidazo[4,5-b]pyridin-7-yl]piperidin-3-yl carbamic acid tert-butyl ester (0.605 mmol) and 4.15 mL trifluoroacetic acid were charged to afford 112 mg titled product with a yield of 36.2%. Starting materials: C1(=CC=CC=C1)P(C1=CC=CC=C1)C1=CC=CC=C1 (triphenylphosphine), poly-Hunig base, [N+](=O)([O-])C1=CC=C(COC(C(Cl)N2C([C@@H]([C@H]2SC(C)=O)OC)=O)=O)C=C1 (2-[(3S,4R)-4-acetylthio-3-methoxy-2-oxoazetidin-1-yl]-2-chloroacetic acid p-nitrobenzyl ester). Solvent: O1CCOCC1 (dioxan). Run at time 8 hour. Product: [N+](=O)([O-])C1=CC=C(COC(C(=P(C2=CC=CC=C2)(C2=CC=CC=C2)C2=CC=CC=C2)N2C([C@@H]([C@H]2SC(C)=O)OC)=O)=O)C=C1 (2-[(3S,4R)-4-acetylthio-3-methoxy-2-oxoazetidin-1-yl]-2-triphenylphosphoranylideneacetic acid p-nitrobenzyl ester). Reaction SMILES: [C:1]1([P:7]([C:14]2[CH:19]=[CH:18][CH:17]=[CH:16][CH:15]=2)[C:8]2[CH:13]=[CH:12][CH:11]=[CH:10][CH:9]=2)[CH:6]=[CH:5][CH:4]=[CH:3][CH:2]=1.[N+:20]([C:23]1[CH:45]=[CH:44][C:26]([CH2:27][O:28][C:29](=[O:43])[CH:30]([N:32]2[C@H:35]([S:36][C:37](=[O:39])[CH3:38])[C@@H:34]([O:40][CH3:41])[C:33]2=[O:42])Cl)=[CH:25][CH:24]=1)([O-:22])=[O:21]>O1CCOCC1>[N+:20]([C:23]1[CH:45]=[CH:44][C:26]([CH2:27][O:28][C:29](=[O:43])[C:30]([N:32]2[C@H:35]([S:36][C:37](=[O:39])[CH3:38])[C@@H:34]([O:40][CH3:41])[C:33]2=[O:42])=[P:7]([C:1]2[CH:2]=[CH:3][CH:4]=[CH:5][CH:6]=2)([C:8]2[CH:13]=[CH:12][CH:11]=[CH:10][CH:9]=2)[C:14]2[CH:15]=[CH:16][CH:17]=[CH:18][CH:19]=2)=[CH:25][CH:24]=1)([O-:22])=[O:21]. Procedure details: 812 mg of triphenylphosphine and 3 g of poly-Hunig base are added to a solution of 833 mg of 2-[(3S,4R)-4-acetylthio-3-methoxy-2-oxoazetidin-1-yl]-2-chloroacetic acid p-nitrobenzyl ester in 50 ml of dioxan and the mixture is stirred overnight at 50°. The poly-Hunig base is removed by filtration and the filtrate is concentrated by evaporation in vacuo. The residue is chromatographed over silica gel with toluene/ethyl acetate (9:1, 4:1 and 1:1) and yields the title comcound. RXN SMILES: [CH2:44]1[O:45][CH2:46][CH2:47][CH2:48]1.[CH:1]1([S:6](=[O:7])(=[O:8])[c:9]2[cH:10][c:11]([CH2:15][CH2:16][CH2:17][CH2:18][O:19][CH2:20][CH2:21][CH2:22][CH2:23][CH2:24][CH2:25][N:26]3[C:27](=[O:43])[O:28][CH:29]([c:31]4[cH:32][c:33]5[c:34]([cH:41][cH:42]4)[O:35][C:36]([CH3:39])([CH3:40])[O:37][CH2:38]5)[CH2:30]3)[cH:12][cH:13][cH:14]2)[CH2:2][CH2:3][CH2:4][CH2:5]1>>[CH:1]1([S:6](=[O:7])(=[O:8])[c:9]2[cH:10][c:11]([CH2:15][CH2:16][CH2:17][CH2:18][O:19][CH2:20][CH2:21][CH2:22][CH2:23][CH2:24][CH2:25][NH:26][CH2:30][CH:29]([OH:28])[c:31]3[cH:32][c:33]4[c:34]([cH:41][cH:42]3)[O:35][C:36]([CH3:39])([CH3:40])[O:37][CH2:38]4)[cH:12][cH:13][cH:14]2)[CH2:2][CH2:3][CH2:4][CH2:5]1. Product: CC1(C)OCc2cc(C(O)CNCCCCCCOCCCCc3cccc(S(=O)(=O)C4CCCC4)c3)ccc2O1. Starting materials: C1CCOC1, CC1(C)OCc2cc(C3CN(CCCCCCOCCCCc4cccc(S(=O)(=O)C5CCCC5)c4)C(=O)O3)ccc2O1. Product: ClC1=CC=C(C=C1)C(N1CC(C1)N(S(=O)(=O)C1=CC=CC=C1)C)C1=CC=C(C=C1)Cl (N-{1-[bis(4-chlorophenyl)methyl]azetidin-3-yl}-N-methylphenylsulfonamide). As a reaction SMILES: [Cl:1][C:2]1[CH:7]=[CH:6][C:5]([CH:8]([C:23]2[CH:28]=[CH:27][C:26]([Cl:29])=[CH:25][CH:24]=2)[N:9]2[CH2:12][CH:11]([NH:13][S:14]([C:17]3[CH:22]=[CH:21][CH:20]=[CH:19][CH:18]=3)(=[O:16])=[O:15])[CH2:10]2)=[CH:4][CH:3]=1.[H-].[Na+].I[CH3:33]>>[Cl:1][C:2]1[CH:7]=[CH:6][C:5]([CH:8]([C:23]2[CH:24]=[CH:25][C:26]([Cl:29])=[CH:27][CH:28]=2)[N:9]2[CH2:10][CH:11]([N:13]([CH3:33])[S:14]([C:17]3[CH:22]=[CH:21][CH:20]=[CH:19][CH:18]=3)(=[O:16])=[O:15])[CH2:12]2)=[CH:4][CH:3]=1 |f:1.2|. The reactants are ClC1=CC=C(C=C1)C(N1CC(C1)NS(=O)(=O)C1=CC=CC=C1)C1=CC=C(C=C1)Cl (N-{1-[bis(4-chlorophenyl)methyl]azetidin-3-yl}-phenylsulfonamide), [H-].[Na+] (sodium hydride), IC (iodomethane). Procedure details: By carrying out the operation according to the procedure of Example 24, but starting with 0.21 g of N-{1-[bis(4-chlorophenyl)methyl]azetidin-3-yl}-phenylsulfonamide, 17 mg of 80% sodium hydride and introducing iodomethane in two portions at an interval of 3 hours. 80 mg of N-{1-[bis(4-chlorophenyl)methyl]azetidin-3-yl}-N-methylphenylsulfonamide are thus obtained in the form of a white lacquer [1H NMR spectrum (300 MHz, CDCl3, δ in ppm): 2.70 (s: 3H); 3.03 (broad t, J=7.5 Hz: 2H); 3.37 (broad t, ...